From a dataset of the Open Reaction Database (ORD), a public repository of structured organic reaction records. describe an organic reaction: reactants, conditions, products, and yield As a reaction SMILES: [NH2:1][CH2:2][CH2:3][O:4][CH2:5][CH2:6][OH:7].[OH-].[Na+].Cl[C:11]([O:13][CH2:14][C:15]1[CH:20]=[CH:19][CH:18]=[CH:17][CH:16]=1)=[O:12]>O>[CH2:14]([O:13][C:11](=[O:12])[NH:1][CH2:2][CH2:3][O:4][CH2:5][CH2:6][OH:7])[C:15]1[CH:20]=[CH:19][CH:18]=[CH:17][CH:16]=1 |f:1.2|. Product: C(C1=CC=CC=C1)OC(NCCOCCO)=O ([2-(2-hydroxy-ethoxy)-ethyl]-carbamic acid benzyl ester). Starting materials: NCCOCCO (2-(2-Aminoethoxy)ethanol), [OH-].[Na+] (sodium hydroxide), ClC(=O)OCC1=CC=CC=C1 (benzyl chloroformate). Isolated yield 67.5%. Run in O (water). Procedure: 2-(2-Aminoethoxy)ethanol (5.26 g, 50 mmol) and sodium hydroxide (2.1 g, 52.5 mmol) were dissolved in water (200 mL). The resulted solution was cooled in ice bath, followed by the dropwise addition of benzyl chloroformate. After the addition, the reaction mixture was continuously stirred in ice bath for another hour. The desired product was extracted with ethyl acetate (EtOAc, 200 mL). The EtOAc layer was washed with water (3×100 mL) and then dried over anhydrous sodium sulfate. The solvent was r... Starting materials: CCCC(=O)Nc1nn(COCC[Si](C)(C)C)c2cc(Cl)c(Br)cc12, CCc1ccc(B(O)O)cc1, CCOC(C)=O, [Na+], [Na+], O=C([O-])[O-], C1COCCO1, O, c1ccc(P(c2ccccc2)(c2ccccc2)[Pd](P(c2ccccc2)(c2ccccc2)c2ccccc2)(P(c2ccccc2)(c2ccccc2)c2ccccc2)P(c2ccccc2)(c2ccccc2)c2ccccc2)cc1. The product is CCCC(=O)Nc1nn(COCC[Si](C)(C)C)c2cc(Cl)c(-c3ccc(CC)cc3)cc12. Reaction SMILES: [Br:18][c:19]1[cH:20][c:21]2[c:22]([NH:37][C:38]([CH2:39][CH2:40][CH3:41])=[O:42])[n:23][n:24]([CH2:29][O:30][CH2:31][CH2:32][Si:33]([CH3:34])([CH3:35])[CH3:36])[c:25]2[cH:26][c:27]1[Cl:28].[CH2:1]([CH3:2])[c:3]1[cH:4][cH:5][c:6]([B:9]([OH:10])[OH:11])[cH:7][cH:8]1.[CH3:127][CH2:128][O:129][C:130](=[O:131])[CH3:132].[Na+:12].[Na+:13].[O-:14][C:15](=[O:16])[O-:17].[O:43]1[CH2:44][CH2:45][O:46][CH2:47][CH2:48]1.[OH2:126].[cH:49]1[cH:50][cH:51][c:52]([P:53]([Pd:54]([P:55]([c:56]2[cH:57][cH:58][cH:59][cH:60][cH:61]2)([c:62]2[cH:63][cH:64][cH:65][cH:66][cH:67]2)[c:68]2[cH:69][cH:70][cH:71][cH:72][cH:73]2)([P:74]([c:75]2[cH:76][cH:77][cH:78][cH:79][cH:80]2)([c:81]2[cH:82][cH:83][cH:84][cH:85][cH:86]2)[c:87]2[cH:88][cH:89][cH:90][cH:91][cH:92]2)[P:93]([c:94]2[cH:95][cH:96][cH:97][cH:98][cH:99]2)([c:100]2[cH:101][cH:102][cH:103][cH:104][cH:105]2)[c:106]2[cH:107][cH:108][cH:109][cH:110][cH:111]2)([c:112]2[cH:113][cH:114][cH:115][cH:116][cH:117]2)[c:118]2[cH:119][cH:120][cH:121][cH:122][cH:123]2)[cH:124][cH:125]1>>[CH2:1]([CH3:2])[c:3]1[cH:4][cH:5][c:6](-[c:19]2[cH:20][c:21]3[c:22]([NH:37][C:38]([CH2:39][CH2:40][CH3:41])=[O:42])[n:23][n:24]([CH2:29][O:30][CH2:31][CH2:32][Si:33]([CH3:34])([CH3:35])[CH3:36])[c:25]3[cH:26][c:27]2[Cl:28])[cH:7][cH:8]1. Reactants: O=C([O-])CC(O)(CC(=O)[O-])C(=O)[O-], Cc1cn(C2CC(N=[N+]=[N-])C(CO)O2)c(=O)[nH]c1=O, Nc1nc(OC2CCC2)c2nc[nH]c2n1. Yields the product [N-]=[N+]=NC1CC(n2cnc3c(OC4CCC4)nc(N)nc32)OC1CO. RXN SMILES: [C:1]([O-:2])(=[O:3])[CH2:4][C:5]([CH2:6][C:7]([O-:8])=[O:9])([C:10]([O-:11])=[O:12])[OH:13].[CH3:29][c:30]1[c:31](=[O:32])[nH:43][c:44](=[O:45])[n:46]([CH:33]2[CH2:34][CH:35]([N:36]=[N+:37]=[N-:38])[CH:39]([CH2:40][OH:41])[O:42]2)[cH:47]1.[NH2:14][c:15]1[n:16][c:17]([O:24][CH:25]2[CH2:26][CH2:27][CH2:28]2)[c:18]2[n:19][cH:20][nH:21][c:22]2[n:23]1>>[NH2:14][c:15]1[n:16][c:17]([O:24][CH:25]2[CH2:26][CH2:27][CH2:28]2)[c:18]2[n:19][cH:20][n:21]([CH:33]3[CH2:34][CH:35]([N:36]=[N+:37]=[N-:38])[CH:39]([CH2:40][OH:41])[O:42]3)[c:22]2[n:23]1.